This data is from the Open Reaction Database (ORD), a public repository of structured organic reaction records. The task is: describe an organic reaction: reactants, conditions, products, and yield Reactants: O=C(O)Cc1ccc(Br)cc1[N+](=O)[O-], CCOC(C)=O, CC(=O)O, [Fe]. Yields the product O=C1Cc2ccc(Br)cc2N1. As a reaction SMILES: [Br:1][c:2]1[cH:3][c:4]([N+:12]([O-:13])=[O:14])[c:5]([CH2:8][C:9](=[O:10])[OH:11])[cH:6][cH:7]1.[CH3:15][CH2:16][O:17][C:18](=[O:19])[CH3:20].[CH3:21][C:22](=[O:23])[OH:24].[Fe:25]>>[Br:1][c:2]1[cH:3][c:4]2[c:5]([cH:6][cH:7]1)[CH2:8][C:9](=[O:10])[NH:12]2. The reactants are Cc1cc(C)c(O)c(C)n1, CN1CCCC1=O, CCC(CC)Nc1cc(C)nc(Cl)c1C#N. Yields the product CCC(CC)Nc1cc(C)nc(Oc2c(C)cc(C)nc2C)c1C#N. As a reaction SMILES: [CH3:17][c:18]1[n:19][c:20]([CH3:26])[cH:21][c:22]([CH3:25])[c:23]1[OH:24].[CH3:27][N:28]1[CH2:29][CH2:30][CH2:31][C:32]1=[O:33].[Cl:1][c:2]1[c:3]([C:4]#[N:5])[c:6]([NH:11][CH:12]([CH2:13][CH3:14])[CH2:15][CH3:16])[cH:7][c:8]([CH3:10])[n:9]1>>[c:2]1([O:24][c:23]2[c:18]([CH3:17])[n:19][c:20]([CH3:26])[cH:21][c:22]2[CH3:25])[c:3]([C:4]#[N:5])[c:6]([NH:11][CH:12]([CH2:13][CH3:14])[CH2:15][CH3:16])[cH:7][c:8]([CH3:10])[n:9]1.